Dataset: the Open Reaction Database (ORD), a public repository of structured organic reaction records. Task: describe an organic reaction: reactants, conditions, products, and yield The solvent is O (water). RXN SMILES: [N:1]([CH2:4][CH2:5][C:6]1[C:15]2[CH2:14][S:13][N:12]=[C:11]([NH:16][C:17](=[O:23])[O:18][C:19]([CH3:22])([CH3:21])[CH3:20])[C:10]3=[N:24][N:25]([CH2:27][C:28]4[C:33]([CH3:34])=[C:32]([O:35][CH3:36])[C:31]([CH3:37])=[CH:30][N:29]=4)[N:26]=[C:8]([C:9]=23)[CH:7]=1)=[N+]=[N-].C1(P(C2C=CC=CC=2)C2C=CC=CC=2)C=CC=CC=1.O1CCCC1.[OH-].[Na+]>O>[NH2:1][CH2:4][CH2:5][C:6]1[C:15]2[CH2:14][S:13][N:12]=[C:11]([NH:16][C:17](=[O:23])[O:18][C:19]([CH3:20])([CH3:21])[CH3:22])[C:10]3=[N:24][N:25]([CH2:27][C:28]4[C:33]([CH3:34])=[C:32]([O:35][CH3:36])[C:31]([CH3:37])=[CH:30][N:29]=4)[N:26]=[C:8]([C:9]=23)[CH:7]=1 |f:3.4|. Procedure: A mixture composed of the above tert-butyl {8-(2-azidoethyl)-2-[(4-methoxy-3,5-dimethylpyridin-2-yl)methyl]-2,7-dihydro-6-thia-1,2,3,5-tetraazabenzo[cd]azulen-4-yl}carbamate (31 mg), triphenylphosphine (23 mg), tetrahydrofuran (0.9 ml) and water (0.1 ml) was stirred at room temperature for five hours. A 0.2 N sodium hydroxide solution (2.5 ml) was added to the reaction mixture, followed by extraction with ethyl acetate. The organic layer was dried over sodium sulfate and filtered, and then the s... Conditions: time 5 hour. The product is NCCC1=CC=2C=3C(C(=NSCC13)NC(OC(C)(C)C)=O)=NN(N2)CC2=NC=C(C(=C2C)OC)C (tert-Butyl {8-(2-aminoethyl)-2-[(4-methoxy-3,5-dimethylpyridin-2-yl)methyl]-2,7-dihydro-6-thia-1,2,3,5-tetraazabenzo[cd]azulen-4-yl}carbamate). Isolated yield 57.7%. Starting materials: N(=[N+]=[N-])CCC1=CC=2C=3C(C(=NSCC13)NC(OC(C)(C)C)=O)=NN(N2)CC2=NC=C(C(=C2C)OC)C (tert-butyl {8-(2-azidoethyl)-2-[(4-methoxy-3,5-dimethylpyridin-2-yl)methyl]-2,7-dihydro-6-thia-1,2,3,5-tetraazabenzo[cd]azulen-4-yl}carbamate), [OH-].[Na+] (sodium hydroxide), C1(=CC=CC=C1)P(C1=CC=CC=C1)C1=CC=CC=C1 (triphenylphosphine), O1CCCC1 (tetrahydrofuran). Starting materials: COC=1C=C(C=NC1)CCNC(OC(C)(C)C)=O (tert-butyl (2-(5-methoxypyridin-3-yl)ethyl)carbamate), Cl (HCl). Solvent: C(C)(C)O (isopropanol), O1CCOCC1 (dioxane). Reaction conditions: time 16 hour. Yields the product Cl.Cl.COC=1C=C(C=NC1)CCN (2-(5-methoxypyridin-3-yl)ethan-1-amine dihydrochloride). Yield: 75.0%. RXN SMILES: [CH3:1][O:2][C:3]1[CH:4]=[C:5]([CH2:9][CH2:10][NH:11]C(=O)OC(C)(C)C)[CH:6]=[N:7][CH:8]=1.[ClH:19]>C(O)(C)C.O1CCOCC1>[ClH:19].[ClH:19].[CH3:1][O:2][C:3]1[CH:4]=[C:5]([CH2:9][CH2:10][NH2:11])[CH:6]=[N:7][CH:8]=1 |f:4.5.6|. Procedure: To a solution of tert-butyl (2-(5-methoxypyridin-3-yl)ethyl)carbamate (153 mg, 0.606 mmol) in isopropanol (2 mL) was added 4M HCl in dioxane (2 mL) and the mixture was stirred at room temperature for 16 h. The mixture was concentrated, the residual solid was washed with diethyl ether and dried in vacuum to provide the title compound as a white solid (103 mg, 0.458 mmol, 75%). 1H NMR (500 MHz, CD3OD): δ (ppm) 8.56 (d, J=2.52 Hz, 1H), 8.51 (s, 1H), 8.27 (s, 1H), 4.15 (s, 3H), 3.23-3.38 ppm (m, 4H)...